This data is from the Open Reaction Database (ORD), a public repository of structured organic reaction records. The task is: describe an organic reaction: reactants, conditions, products, and yield The reactants are S(=O)(=O)([O-])OOS(=O)(=O)[O-].[Na+].[Na+] (sodium persulfate), final mixture, tertiary dodecyl mercaptan, C(C(=C)CC(=O)O)(=O)O (itaconic acid), solution, C1CCC(C1)NC2=NN=C(C3=CC(=C(C=C32)Cl)Cl)C4=CC=NC=C4 (A-196), polystyrene, C1CCC(C1)NC2=NN=C(C3=CC(=C(C=C32)Cl)Cl)C4=CC=NC=C4 (A-196), C(CN(CC(=O)[O-])CC(=O)[O-])N(CC(=O)[O-])CC(=O)[O-].[Na+].[Na+].[Na+].[Na+] (Versene 100), MAGME-100, Sulfole 120 mercaptan, C=CC=C (butadiene). The solvent is C=CC1=CC=CC=C1 (styrene), Petroleum, O (water), C=CC1=CC=CC=C1 (styrene). Conditions: temperature 150 fahrenheit. The product is C=CC=C.C=CC1=CC=CC=C1.C(C(=C)CC(=O)O)(=O)O (styrene-butadiene itaconic acid). Reaction SMILES: [C:1]([OH:9])(=[O:8])[C:2]([CH2:4][C:5]([OH:7])=[O:6])=[CH2:3].C1CC(NC2[C:25]3[C:20](=[CH:21][C:22](Cl)=[C:23](Cl)[CH:24]=3)[C:19]([C:28]3C=CN=CC=3)=NN=2)CC1.S(OOS([O-])(=O)=O)([O-])(=O)=O.[Na+].[Na+].C=CC=C.C(N(CC([O-])=O)CC([O-])=O)CN(CC([O-])=O)CC([O-])=O.[Na+].[Na+].[Na+].[Na+]>C=CC1C=CC=CC=1.O>[CH2:1]=[CH:2][CH:4]=[CH2:5].[CH2:28]=[CH:19][C:20]1[CH:25]=[CH:24][CH:23]=[CH:22][CH:21]=1.[C:1]([OH:9])(=[O:8])[C:2]([CH2:4][C:5]([OH:7])=[O:6])=[CH2:3] |f:2.3.4,6.7.8.9.10,13.14.15|. Procedure details: A styrene-butadiene-itaconic acid copolymer latex was prepared by adding to a pressure reactor with constant stirring 24.24 parts water, 0.5 parts itaconic acid, 0.8 parts of a 10 percent solution of Aerosol A-196 surfactant (sodium dicyclohexyl sulfosuccinate available from American Cyanamid Co., Wayne, New Jersey), and 0.5 parts of a polystyrene seed, 25 nm particle size. The mixture was heated to 150° F., and 0.2 parts sodium persulfate was added to initiate the reaction. Then 40 parts butadi...